This data is from the Open Reaction Database (ORD), a public repository of structured organic reaction records. The task is: describe an organic reaction: reactants, conditions, products, and yield Starting materials: CN(C)C(=[N+](C)C)ON1C2=C(C=CC=C2)N=N1.[B-](F)(F)(F)F (TBTU), N[C@@H](C(=O)OC(C)(C)C)C1=CC=CC=C1 (tert-butyl (2R)-amino(phenyl)acetate), CN1CCOCC1 (N-methylmorpholine), FC1=CC=C(C=C1)N1[C@@H]([C@H](C1=O)SCC(=O)C1=CC=C(C=C1)F)C1=CC=C(OCC(=O)O)C=C1 ([4-((2R,3R)-1-(4-Fluorophenyl)-3-{[2-(4-fluorophenyl)-2-oxoethyl]thio}-4-oxoazetidin-2-yl)phenoxy]acetic acid). The solvent is C(Cl)Cl (CH2Cl2). Reaction conditions: time 10 minute. Product: FC1=CC=C(C=C1)N1[C@@H]([C@H](C1=O)SCC(=O)C1=CC=C(C=C1)F)C1=CC=C(OCC(=O)N[C@@H](C(=O)O)C2=CC=CC=C2)C=C1 ((2R)-({[4-((2R,3R)-1-(4-fluorophenyl)-3-{[2-(4-fluorophenyl)-2-oxoethyl]thio}-4-oxoazetidin-2-yl)phenoxy]acetyl}amino)(phenyl)acetic acid). RXN SMILES: [F:1][C:2]1[CH:7]=[CH:6][C:5]([N:8]2[C:11](=[O:12])[C@H:10]([S:13][CH2:14][C:15]([C:17]3[CH:22]=[CH:21][C:20]([F:23])=[CH:19][CH:18]=3)=[O:16])[C@H:9]2[C:24]2[CH:34]=[CH:33][C:27]([O:28][CH2:29][C:30]([OH:32])=O)=[CH:26][CH:25]=2)=[CH:4][CH:3]=1.[NH2:35][C@H:36]([C:44]1[CH:49]=[CH:48][CH:47]=[CH:46][CH:45]=1)[C:37]([O:39]C(C)(C)C)=[O:38].CN1CCOCC1.CN(C(ON1N=NC2C=CC=CC1=2)=[N+](C)C)C.[B-](F)(F)(F)F>C(Cl)Cl>[F:1][C:2]1[CH:7]=[CH:6][C:5]([N:8]2[C:11](=[O:12])[C@H:10]([S:13][CH2:14][C:15]([C:17]3[CH:22]=[CH:21][C:20]([F:23])=[CH:19][CH:18]=3)=[O:16])[C@H:9]2[C:24]2[CH:25]=[CH:26][C:27]([O:28][CH2:29][C:30]([NH:35][C@H:36]([C:44]3[CH:49]=[CH:48][CH:47]=[CH:46][CH:45]=3)[C:37]([OH:39])=[O:38])=[O:32])=[CH:33][CH:34]=2)=[CH:4][CH:3]=1 |f:3.4|. Procedure details: [4-((2R,3R)-1-(4-Fluorophenyl)-3-{[2-(4-fluorophenyl)-2-oxoethyl]thio}-4-oxoazetidin-2-yl)phenoxy]acetic acid (0.40 g, 0.827 mmol) was dissolved in CH2Cl2 (40 ml) and tert-butyl (2R)-amino(phenyl)acetate (0.206 g, 0.993 mmol) and N-methylmorpholine (0.251 g, 2.48 mmol) were added. After 10 minutes, TBTU (0.345 g, 1.076 mmol) was added. The reaction was stirred overnight. The resulting tert-butyl ester was concentrated and purified on silica gel (eluted with EtOAc/CH2Cl2 25/75). The pure fraction... The reactants are [Li]CCCC, C1CCOC1, CC(=O)C(C)C, Cl, Ic1ccc(I)cc1. Product: CC(C)C(C)(O)c1ccc(I)cc1. RXN SMILES: [CH2:1]([Li:2])[CH2:3][CH2:4][CH3:5].[CH2:21]1[O:22][CH2:23][CH2:24][CH2:25]1.[CH3:14][CH:15]([C:16]([CH3:17])=[O:18])[CH3:19].[ClH:20].[I:6][c:7]1[cH:8][cH:9][c:10]([I:13])[cH:11][cH:12]1>>[c:7]1([C:16]([CH:15]([CH3:14])[CH3:19])([CH3:17])[OH:18])[cH:8][cH:9][c:10]([I:13])[cH:11][cH:12]1.